This data is from the Open Reaction Database (ORD), a public repository of structured organic reaction records. The task is: describe an organic reaction: reactants, conditions, products, and yield The reactants are [N-]=[N+]=[N-].[Na+] (sodium azide), C(C)(=O)O[C@H]1[C@H](O[C@@H]([C@H]([C@@H]1OC(C)=O)OC(C)=O)COC(C)=O)Br (2,3,4,6-tetra-O-acetyl-α-D-glucopyranosyl bromide), ice water. Solvent: CN(C)C=O (DMF). Product: C(C)(=O)O[C@H]1[C@@H](O[C@@H]([C@H]([C@@H]1OC(C)=O)OC(C)=O)COC(C)=O)N=[N+]=[N-] (2,3,4,6-tetra-O-acetyl-β-glucopyranosyl azide). Yield: 72.5%. Reaction SMILES: [C:1]([O:4][C@@H:5]1[C@@H:10]([O:11][C:12](=[O:14])[CH3:13])[C@H:9]([O:15][C:16](=[O:18])[CH3:17])[C@@H:8]([CH2:19][O:20][C:21](=[O:23])[CH3:22])[O:7][C@@H:6]1Br)(=[O:3])[CH3:2].[N-:25]=[N+:26]=[N-:27].[Na+]>CN(C=O)C>[C:1]([O:4][C@@H:5]1[C@@H:10]([O:11][C:12](=[O:14])[CH3:13])[C@H:9]([O:15][C:16](=[O:18])[CH3:17])[C@@H:8]([CH2:19][O:20][C:21](=[O:23])[CH3:22])[O:7][C@H:6]1[N:25]=[N+:26]=[N-:27])(=[O:3])[CH3:2] |f:1.2|. Procedure details: Five grams (12.2 millimoles) of 2,3,4,6-tetra-O-acetyl-α-D-glucopyranosyl bromide was dissolved in 120 ml of DMF, and 15.8 g (243 millimoles) of sodium azide was added with agitation. The reaction mixture was agitated at room temperature for a day and a night while shielded from light. The reaction mixture was added dropwise to 1,000 ml of ice water with agitation, and the insoluble material was extracted using 900 ml of methylene chloride. The organic phase was washed with ice water and dried u...